This data is from the Open Reaction Database (ORD), a public repository of structured organic reaction records. The task is: describe an organic reaction: reactants, conditions, products, and yield The reactants are ClCCl, O=C(O)C(F)(F)F, CC(C)(C)OC(=O)N1CCC(COCc2cc(-c3nnn[nH]3)cc(C(F)(F)F)c2)(c2ccccc2)CC1. The product is FC(F)(F)c1cc(COCC2(c3ccccc3)CCNCC2)cc(-c2nnn[nH]2)c1. Reaction SMILES: [CH2:38]([Cl:39])[Cl:40].[F:41][C:42]([F:43])([F:44])[C:45]([OH:46])=[O:47].[nH:1]1[n:2][n:3][n:4][c:5]1-[c:6]1[cH:7][c:8]([CH2:9][O:10][CH2:11][C:12]2([c:25]3[cH:26][cH:27][cH:28][cH:29][cH:30]3)[CH2:13][CH2:14][N:15]([C:18]([O:19][C:20]([CH3:21])([CH3:22])[CH3:23])=[O:24])[CH2:16][CH2:17]2)[cH:31][c:32]([C:34]([F:35])([F:36])[F:37])[cH:33]1>>[n:1]1[n:2][n:3][nH:4][c:5]1-[c:6]1[cH:7][c:8]([CH2:9][O:10][CH2:11][C:12]2([c:25]3[cH:26][cH:27][cH:28][cH:29][cH:30]3)[CH2:13][CH2:14][NH:15][CH2:16][CH2:17]2)[cH:31][c:32]([C:34]([F:35])([F:36])[F:37])[cH:33]1. The reactants are ice water, NC=1C(=CC=C2CCC(C12)CCNC(C)=O)O (N-[2-(7-amino-6-hydroxyindan-1-yl) ethyl]acetamide), Cl.CO (HCl methanol), C(OC)([O-])[O-] (methyl orthoformate). The solvent is CO (methanol). Run at temperature 60 celsius, time 1 hour. The product is N1=COC2=C1C=1C(CCC1C=C2)CCNC(C)=O (N-[2-(7,8-dihydro-6H-indeno[4,5-d]oxazol-8-yl)ethyl] acetamide). Yield: 78.8%. Reaction SMILES: [NH2:1][C:2]1[C:3]([OH:17])=[CH:4][CH:5]=[C:6]2[C:10]=1[CH:9]([CH2:11][CH2:12][NH:13][C:14](=[O:16])[CH3:15])[CH2:8][CH2:7]2.[CH:18]([O-])([O-])OC.Cl.CO>CO>[N:1]1[C:2]2[C:10]3[CH:9]([CH2:11][CH2:12][NH:13][C:14](=[O:16])[CH3:15])[CH2:8][CH2:7][C:6]=3[CH:5]=[CH:4][C:3]=2[O:17][CH:18]=1 |f:2.3|. Procedure: To a solution of N-[2-(7-amino-6-hydroxyindan-1-yl) ethyl]acetamide (630 mg, 2.7 mmol.) in methanol (5 mL) were added dropwise, under ice-cooling, methyl orthoformate (7.4 mL, 67.3 mmol.) and a saturated HCl/methanol (1.4 mL) solution. The reaction mixture was stirred for 30 minutes at room temperature and for further one hour at 60° C. The reaction mixture was cooled, which was poured into ice-water, followed by extracting the organic matter with chloroform. The extract solution was washed with... Starting materials: ClC1=C(C(=C(C=C1OC)OC)Cl)NC(N(CC=1C=NC=CC1)C1=NC=NC(=C1)NC1=C(C=CC=C1)[N+](=O)[O-])=O (3-(2,6-dichloro-3,5-dimethoxy-phenyl)-1-[6-(2-nitro-phenylamino)-pyrimidin-4-yl]-1-pyridin-3-ylmethyl-urea). Reagents/catalysts: [Fe] (Fe). Solvent: CC(=O)O (AcOH). Conditions: temperature 50 celsius. Product: NC1=C(C=CC=C1)NC1=CC(=NC=N1)N(C(=O)NC1=C(C(=CC(=C1Cl)OC)OC)Cl)CC=1C=NC=CC1 (1-[6-(2-Amino-phenylamino)-pyrimidin-4-yl]-3-(2,6-dichloro-3,5-dimethoxy-phenyl)-1-pyridin-3-ylmethyl-urea). The yield is 65.8%. RXN SMILES: [Cl:1][C:2]1[C:7]([O:8][CH3:9])=[CH:6][C:5]([O:10][CH3:11])=[C:4]([Cl:12])[C:3]=1[NH:13][C:14](=[O:39])[N:15]([C:23]1[CH:28]=[C:27]([NH:29][C:30]2[CH:35]=[CH:34][CH:33]=[CH:32][C:31]=2[N+:36]([O-])=O)[N:26]=[CH:25][N:24]=1)[CH2:16][C:17]1[CH:18]=[N:19][CH:20]=[CH:21][CH:22]=1>CC(O)=O.[Fe]>[NH2:36][C:31]1[CH:32]=[CH:33][CH:34]=[CH:35][C:30]=1[NH:29][C:27]1[N:26]=[CH:25][N:24]=[C:23]([N:15]([CH2:16][C:17]2[CH:18]=[N:19][CH:20]=[CH:21][CH:22]=2)[C:14]([NH:13][C:3]2[C:2]([Cl:1])=[C:7]([O:8][CH3:9])[CH:6]=[C:5]([O:10][CH3:11])[C:4]=2[Cl:12])=[O:39])[CH:28]=1. Procedure: A mixture of 3-(2,6-dichloro-3,5-dimethoxy-phenyl)-1-[6-(2-nitro-phenylamino)-pyrimidin-4-yl]-1-pyridin-3-ylmethyl-urea (85 g, 0.149 mmol) and Fe (84 g, 1.5 mmol) in AcOH (5 mL) was heated at 50° C. for 2 hours. The reaction mixture was filtered and the filtrate was concentrated in vacuo to give crude product, which was purified by silica gel column chromatography to afford the title compound (53 mg, yield: 66%). MS (ESI): 540 [M+H]+.